This data is from the Open Reaction Database (ORD), a public repository of structured organic reaction records. The task is: describe an organic reaction: reactants, conditions, products, and yield Procedure: 3-bromobenzocylcobutene (1.5 g, 8.2 mmol) was dissolved in 50 ml of THF. The solution was cooled to −78° C. To the solution was added butyl-lithium (3.6 mL, 2.0 M in hexanes, 9.0 mmol). After 45 minutes, benzophenone (1.34 g, 7.4 mmol) was added in one portion. The reaction was allowed to warm to room temperature overnight. After normal work-up, the residue was purified by column using 1:1 dichloromethane and hexanes as solvent. 0.9 g of the desired product was obtained (42% yield). RXN SMILES: Br[C:2]12[CH:9]=[CH:8][CH:7]=[CH:6][CH:3]1[CH2:4][CH2:5]2.C([Li])CCC.[C:15]([C:23]1[CH:28]=[CH:27][CH:26]=[CH:25][CH:24]=1)(=[O:22])[C:16]1[CH:21]=[CH:20][CH:19]=[CH:18][CH:17]=1>C1COCC1>[CH2:5]1[C:2]2[CH:9]=[CH:8][C:7]([C:15]([C:16]3[CH:21]=[CH:20][CH:19]=[CH:18][CH:17]=3)([C:23]3[CH:28]=[CH:27][CH:26]=[CH:25][CH:24]=3)[OH:22])=[CH:6][C:3]=2[CH2:4]1. Isolated yield 42.5%. Solvent: C1CCOC1 (THF). Yields the product C1CC2=C1C=CC(=C2)C(O)(C2=CC=CC=C2)C2=CC=CC=C2 ((1,2-dihydrocyclobutabenzen-4-yl)diphenylmethanol). Starting materials: C(CCC)[Li] (butyl-lithium), BrC12C(CC1)C=CC=C2 (3-bromobenzocylcobutene), C(C1=CC=CC=C1)(=O)C1=CC=CC=C1 (benzophenone). Run at temperature -78 celsius, time 45 minute.